From a dataset of the Open Reaction Database (ORD), a public repository of structured organic reaction records. describe an organic reaction: reactants, conditions, products, and yield Starting materials: C[O-].[Na+] (sodium methoxide), Cl.ClC1=C(OCC(=O)O)C=CC(=C1Cl)C(CCN(C)C)=O ([2,3-dichloro-4-(3-dimethylamino-1-oxopropyl)phenoxy]acetic acid hydrochloride), O=C(CC(=O)OCC)CC (ethyl 3-oxopentanoate). The solvent is C(C)O (ethanol). Yields the product ClC1=C(OCC(=O)O)C=CC(=C1Cl)C1=C(C(CCC1)=O)C ([2,3-dichloro-4-(2-methyl-3-oxo-1-cyclohexen-1-yl)phenoxy]acetic acid). Reaction SMILES: C[O-].[Na+].Cl.[Cl:5][C:6]1[C:16]([Cl:17])=[C:15]([C:18](=O)[CH2:19][CH2:20]N(C)C)[CH:14]=[CH:13][C:7]=1[O:8][CH2:9][C:10]([OH:12])=[O:11].O=[C:26]([CH2:33]C)[CH2:27][C:28](OCC)=[O:29]>C(O)C>[Cl:5][C:6]1[C:16]([Cl:17])=[C:15]([C:18]2[CH2:33][CH2:26][CH2:27][C:28](=[O:29])[C:19]=2[CH3:20])[CH:14]=[CH:13][C:7]=1[O:8][CH2:9][C:10]([OH:12])=[O:11] |f:0.1,2.3|. Procedure: To a stirred solution of sodium methoxide (7.2 g, 0.133 mole) in ethanol (240 ml) and ethyl 3-oxopentanoate (13.5 ml) was added [2,3-dichloro-4-(3-dimethylamino-1-oxopropyl)phenoxy]acetic acid hydrochloride (15.0 g, 0.042 mole). The reaction mixture was heated at reflux for 3 hours, the solvent was distilled at reduced pressure, then the mixture was treated with 150 ml of 2.5% sodium hydroxide and heated on a steam bath for 21/2 hours. The mixture was diluted with water, acidified, extracted int... Reactants: [H-].[Na+] (NaH), C(C)(C)(C)OC(=O)N1CCC(CC1)N(CCC(C)C)C1=CC=C(C=C1)O (4-[(4-hydroxy-phenyl)-(3-methyl-butyl)-amino]-piperidine-1-carboxylic acid tert-butyl ester), CS(=O)(=O)OCC1=CC=C(C=C1)F (4-Fluorobenzyl methanesulfonate). The solvent is CCOC(=O)C (EtOAc), CN(C)C=O (DMF). Conditions: time 8 minute. Product: C(C)(C)(C)OC(=O)N1CCC(CC1)N(CCC(C)C)C1=CC=C(C=C1)OCC1=CC=C(C=C1)F (4-{[4-(4-fluorobenzyloxy)-phenyl]-(3-methyl-butyl)-amino}-piperidine-1-carboxylic acid tert-butyl ester). Yield: 90.6%. As a reaction SMILES: [C:1]([O:5][C:6]([N:8]1[CH2:13][CH2:12][CH:11]([N:14]([C:20]2[CH:25]=[CH:24][C:23]([OH:26])=[CH:22][CH:21]=2)[CH2:15][CH2:16][CH:17]([CH3:19])[CH3:18])[CH2:10][CH2:9]1)=[O:7])([CH3:4])([CH3:3])[CH3:2].[H-].[Na+].CS(O[CH2:34][C:35]1[CH:40]=[CH:39][C:38]([F:41])=[CH:37][CH:36]=1)(=O)=O>CN(C=O)C.CCOC(C)=O>[C:1]([O:5][C:6]([N:8]1[CH2:13][CH2:12][CH:11]([N:14]([C:20]2[CH:25]=[CH:24][C:23]([O:26][CH2:34][C:35]3[CH:40]=[CH:39][C:38]([F:41])=[CH:37][CH:36]=3)=[CH:22][CH:21]=2)[CH2:15][CH2:16][CH:17]([CH3:18])[CH3:19])[CH2:10][CH2:9]1)=[O:7])([CH3:3])([CH3:4])[CH3:2] |f:1.2|. Procedure details: 4-[(4-hydroxy-phenyl)-(3-methyl-butyl)-amino]-piperidine-1-carboxylic acid tert-butyl ester (In, 1.18 g, 3.26 mmol) was dissolved in DMF (7 mL), treated with NaH (0.26 g, 6.52 mmol, 60% dispersion in mineral oil), and stirred for 8 minutes. 4-Fluorobenzyl methanesulfonate (Ie, 0.93 g, 4.56 mmol) was added and the reaction was stirred for 5 minutes, then diluted with EtOAc (100 mL), washed with saturated sodium bicarbonate solution and with brine, dried over Na2SO4, and concentrated. The residue ... Reported procedure: To a stirred solution of 3,5-dimethyl-4-(4-hydroxy-3-isopropylphenoxy)-phenylacetonitrile (154 mg) in 6.3 ml of dimethyl formamide, ammonium chloride (297 mg, 5.21 mmol) and sodium azide (339 mg, 5.21 mmol) was added at reflux. After 4.5 hours the reaction mixture was concentrated, treated with 6 M hydrochloric acid and extracted several times with ethyl acetate. The combined organic phases were dried over magnesium sulphate, filtered and concentrated. The residue was purified by column chromato... Starting materials: CC=1C=C(C=C(C1OC1=CC(=C(C=C1)O)C(C)C)C)CC#N (3,5-dimethyl-4-(4-hydroxy-3-isopropylphenoxy)-phenylacetonitrile), [Cl-].[NH4+] (ammonium chloride), [N-]=[N+]=[N-].[Na+] (sodium azide). Yield: 38.5%. Run in CN(C=O)C (dimethyl formamide). RXN SMILES: [CH3:1][C:2]1[CH:3]=[C:4]([CH2:20][C:21]#[N:22])[CH:5]=[C:6]([CH3:19])[C:7]=1[O:8][C:9]1[CH:14]=[CH:13][C:12]([OH:15])=[C:11]([CH:16]([CH3:18])[CH3:17])[CH:10]=1.[Cl-].[NH4+].[N-:25]=[N+:26]=[N-:27].[Na+]>CN(C)C=O>[CH3:1][C:2]1[CH:3]=[C:4]([CH:5]=[C:6]([CH3:19])[C:7]=1[O:8][C:9]1[CH:14]=[CH:13][C:12]([OH:15])=[C:11]([CH:16]([CH3:18])[CH3:17])[CH:10]=1)[CH2:20][C:21]1[NH:27][N:26]=[N:25][N:22]=1 |f:1.2,3.4|. The product is CC=1C=C(CC2=NN=NN2)C=C(C1OC1=CC(=C(C=C1)O)C(C)C)C (3,5-Dimethyl-4-(4-hydroxy-3-isopropylphenoxy)benzyltetrazole). Yields the product O=C(Nc1ccccc1)N(c1ccccc1)c1ccccc1. As a reaction SMILES: [CH3:27][c:28]1[cH:29][cH:30][cH:31][cH:32][cH:33]1.[NH2:23][C:24](=[O:25])[NH2:26].[NH:1]([c:2]1[cH:3][cH:4][cH:5][cH:6][cH:7]1)[c:8]1[cH:9][cH:10][cH:11][cH:12][cH:13]1.[O:14]=[C:15]=[N:16][c:17]1[cH:18][cH:19][cH:20][cH:21][cH:22]1>>[N:1]([c:2]1[cH:3][cH:4][cH:5][cH:6][cH:7]1)([c:8]1[cH:9][cH:10][cH:11][cH:12][cH:13]1)[C:15](=[O:14])[NH:16][c:17]1[cH:18][cH:19][cH:20][cH:21][cH:22]1. Starting materials: Cc1ccccc1, NC(N)=O, c1ccc(Nc2ccccc2)cc1, O=C=Nc1ccccc1. The reactants are NC1=C2C=CN=CC2=CC=C1 (5-Aminoisoquinoline), [OH-].[Na+] (NaOH), [Cl-].[Cl-].[Cl-].[Al+3] (aluminium trichloride), BrBr (Bromine). The solvent is hexanes, C(C)(=O)OCC (ethyl acetate). Conditions: temperature 80 celsius, time 2 hour. Product: BrC1=CC=C(C=2C=CN=CC12)N (8-bromoisoquinolin-5-amine). Isolated yield 69.7%. Reaction SMILES: [NH2:1][C:2]1[CH:11]=[CH:10][CH:9]=[C:8]2[C:3]=1[CH:4]=[CH:5][N:6]=[CH:7]2.[Cl-].[Cl-].[Cl-].[Al+3].[Br:16]Br.[OH-].[Na+]>C(OCC)(=O)C>[Br:16][C:9]1[C:8]2[CH:7]=[N:6][CH:5]=[CH:4][C:3]=2[C:2]([NH2:1])=[CH:11][CH:10]=1 |f:1.2.3.4,6.7|. Procedure details: 5-Aminoisoquinoline (5.50 g, 38.1 mmol) and aluminium trichloride (15.1 g, 113 mmol) were combined and heated at 80° C. in a 3-necked flask equipped with a dropping funnel, stirrer bar, needle and sintered glass tube. Bromine (3.04 g, 19.05 mmol) was dripped onto the sintered glass funnel and the vapour diffused onto the complex over a period of 2 hours. Heating was continued for 2 hours. The suspension was added portionwise to crushed ice and the solution basified with concentrated NaOH solutio...